Dataset: the Open Reaction Database (ORD), a public repository of structured organic reaction records. Task: describe an organic reaction: reactants, conditions, products, and yield The reactants are Cc1ccccc1, O=CO, COc1cc2c(cc1OC)C(C)N(CCc1ccc(N)cc1)CC2. The product is COc1cc2c(cc1OC)C(C)N(CCc1ccc(NC=O)cc1)CC2. As a reaction SMILES: [CH3:28][c:29]1[cH:30][cH:31][cH:32][cH:33][cH:34]1.[CH:25](=[O:26])[OH:27].[NH2:1][c:2]1[cH:3][cH:4][c:5]([CH2:6][CH2:7][N:8]2[CH:9]([CH3:22])[c:10]3[cH:11][c:12]([O:20][CH3:21])[c:13]([O:18][CH3:19])[cH:14][c:15]3[CH2:16][CH2:17]2)[cH:23][cH:24]1>>[NH:1]([c:2]1[cH:3][cH:4][c:5]([CH2:6][CH2:7][N:8]2[CH:9]([CH3:22])[c:10]3[cH:11][c:12]([O:20][CH3:21])[c:13]([O:18][CH3:19])[cH:14][c:15]3[CH2:16][CH2:17]2)[cH:23][cH:24]1)[CH:25]=[O:26].